Task: describe an organic reaction: reactants, conditions, products, and yield. Dataset: the Open Reaction Database (ORD), a public repository of structured organic reaction records Starting materials: C1(=CC=CC=C1)P(C1=CC=CC=C1)C1=CC=CC=C1 (triphenylphosphine), Cl.ClCC=1C=CC(=NC1)C (5-(Chloromethyl)-2-methylpyridine hydrochloride). Reagents/catalysts: [I-].[Na+] (sodium iodide). Solvent: CN(C)C=O (DMF). Conditions: temperature 90 celsius, time 6 hour. Product: Cl.[Cl-].CC1=CC=C(C=N1)C[P+](C1=CC=CC=C1)(C1=CC=CC=C1)C1=CC=CC=C1 ([(6-methylpyridin-3-yl)methyl](triphenyl)phosphonium chloride hydrochloride). The yield is 78.0%. RXN SMILES: [ClH:1].[Cl:2][CH2:3][C:4]1[CH:5]=[CH:6][C:7]([CH3:10])=[N:8][CH:9]=1.[C:11]1([P:17]([C:24]2[CH:29]=[CH:28][CH:27]=[CH:26][CH:25]=2)[C:18]2[CH:23]=[CH:22][CH:21]=[CH:20][CH:19]=2)[CH:16]=[CH:15][CH:14]=[CH:13][CH:12]=1>[I-].[Na+].CN(C=O)C>[ClH:2].[Cl-:1].[CH3:10][C:7]1[N:8]=[CH:9][C:4]([CH2:3][P+:17]([C:18]2[CH:19]=[CH:20][CH:21]=[CH:22][CH:23]=2)([C:24]2[CH:29]=[CH:28][CH:27]=[CH:26][CH:25]=2)[C:11]2[CH:12]=[CH:13][CH:14]=[CH:15][CH:16]=2)=[CH:5][CH:6]=1 |f:0.1,3.4,6.7.8|. Procedure: 5-(Chloromethyl)-2-methylpyridine hydrochloride (1.13 g) and DMF (9 ml) were mixed, and triphenylphosphine (1.67 g) and sodium iodide (5 mg) were added thereto, followed by stirring at 90° C. for 6 hours. The reaction mixture was cooled to room temperature, and the precipitated solid was collected by filtration and washed with toluene to obtain [(6-methylpyridin-3-yl)methyl](triphenyl)phosphonium chloride hydrochloride (2.18 g). Starting materials: ClCCCOC1=C(C=C2C(=CC=NC2=C1)OC1=C(C=C(C=C1)C)C(=O)C1=CC=CC=C1)OC ((2-{[7-(3-Chloropropoxy)-6-methoxy-4-quinolyl]oxy}-5-methylphenyl)(phenyl)methanone), O (water), CN1CCNCC1 (4-methylpiperazine), C([O-])([O-])=O.[K+].[K+] (potassium carbonate). The solvent is CN(C=O)C (N,N-dimethylformamide). Conditions: temperature 80 celsius, time 8 hour. Yields the product COC=1C=C2C(=CC=NC2=CC1OCCCN1CCN(CC1)C)OC1=C(C=C(C=C1)C)C(=O)C1=CC=CC=C1 ([2-({6-Methoxy-7-[3-(4-methylpiperazino)propoxy]-4-quinolyl}oxy)-5-methylphenyl](phenyl)methanone). Yield: 69.8%. RXN SMILES: Cl[CH2:2][CH2:3][CH2:4][O:5][C:6]1[CH:15]=[C:14]2[C:9]([C:10]([O:16][C:17]3[CH:22]=[CH:21][C:20]([CH3:23])=[CH:19][C:18]=3[C:24]([C:26]3[CH:31]=[CH:30][CH:29]=[CH:28][CH:27]=3)=[O:25])=[CH:11][CH:12]=[N:13]2)=[CH:8][C:7]=1[O:32][CH3:33].[CH3:34][N:35]1[CH2:40][CH2:39][NH:38][CH2:37][CH2:36]1.C(=O)([O-])[O-].[K+].[K+].O>CN(C)C=O>[CH3:33][O:32][C:7]1[CH:8]=[C:9]2[C:14](=[CH:15][C:6]=1[O:5][CH2:4][CH2:3][CH2:2][N:38]1[CH2:39][CH2:40][N:35]([CH3:34])[CH2:36][CH2:37]1)[N:13]=[CH:12][CH:11]=[C:10]2[O:16][C:17]1[CH:22]=[CH:21][C:20]([CH3:23])=[CH:19][C:18]=1[C:24]([C:26]1[CH:31]=[CH:30][CH:29]=[CH:28][CH:27]=1)=[O:25] |f:2.3.4|. Reported procedure: (2-{[7-(3-Chloropropoxy)-6-methoxy-4-quinolyl]oxy}-5-methylphenyl)(phenyl)methanone (68 mg), 4-methylpiperazine (42 mg), and potassium carbonate (95 mg) were suspended in N,N-dimethylformamide (3 ml), and the suspension was stirred at 80° C. overnight. The reaction solution was cooled to room temperature, water was then added to the reaction solution, and the mixture was extracted with ethyl acetate. The ethyl acetate layer was then washed with water and saturated brine and was dried over anhydr... Product: OC1=CC=2C(C3=CC=CC=C3OC2C=C1)=O (2-hydroxy-9H-xanthene-9-one). RXN SMILES: C[O:2][C:3]1[CH:16]=[CH:15][C:14]2[O:13][C:12]3[C:7](=[CH:8][CH:9]=[CH:10][CH:11]=3)[CH2:6][C:5]=2[CH:4]=1.Cl.N1C=CC=CC=1.[OH2:24]>>[OH:2][C:3]1[CH:16]=[CH:15][C:14]2[O:13][C:12]3[C:7](=[CH:8][CH:9]=[CH:10][CH:11]=3)[C:6](=[O:24])[C:5]=2[CH:4]=1 |f:1.2|. Procedure details: A solid mixture of 2-methoxy-9H-xanthene 2 (3.09 g, 14.6 mmole) and pyridine hydrochloride (23.85 g, 206.4 mmole) was heated at 200-210° for 1.5 hrs. The resulting reaction mixture was cooled to about 80° and treated with water, while a white powder dropped out of solution. The suspended mixture was stirred at ambient temperature and then cooled to 0°. The solid was filtered on a Buchner funnel and washed with cold water. A large quantity of CH2Cl2 was needed to redissolve the crude product. The... Starting materials: COC1=CC=2CC3=CC=CC=C3OC2C=C1 (2-Methoxy-9H-xanthene), Cl.N1=CC=CC=C1 (pyridine hydrochloride), O (water).